This data is from the Open Reaction Database (ORD), a public repository of structured organic reaction records. The task is: describe an organic reaction: reactants, conditions, products, and yield Starting materials: Cl (HCl), BrC1=C(C=C(C=C1)[N+](=O)[O-])OC(F)F (1-bromo-2-difluoromethoxy-4-nitro-benzene), CC(C)N1CCNCC1 (N-(2-propyl)piperazine), C(=O)([O-])[O-].[K+].[K+] (K2CO3). Solvent: O (H2O), CS(=O)C (DMSO). Conditions: temperature 120 celsius, time 3 hour. Product: FC(OC1=C(C=CC(=C1)[N+](=O)[O-])N1CCN(CC1)C(C)C)F (1-(2-difluoromethoxy-4-nitro-phenyl)-4-isopropyl-piperazine). Reaction SMILES: Br[C:2]1[CH:7]=[CH:6][C:5]([N+:8]([O-:10])=[O:9])=[CH:4][C:3]=1[O:11][CH:12]([F:14])[F:13].[CH3:15][CH:16]([N:18]1[CH2:23][CH2:22][NH:21][CH2:20][CH2:19]1)[CH3:17].C([O-])([O-])=O.[K+].[K+].Cl>CS(C)=O.O>[F:13][CH:12]([F:14])[O:11][C:3]1[CH:4]=[C:5]([N+:8]([O-:10])=[O:9])[CH:6]=[CH:7][C:2]=1[N:21]1[CH2:22][CH2:23][N:18]([CH:16]([CH3:17])[CH3:15])[CH2:19][CH2:20]1 |f:2.3.4|. Procedure details: 1-Bromo-2-difluoromethoxy-4-nitro-benzene (Step A, 2.0 g, 7.5 mmol, 1.0 eq.) and N-(2-propyl)piperazine (0.85 mL, 9.7 mmol, 1.3 eq.) were dissolved in 20 mL of DMSO. K2CO3 (1.5 g, 11.2 mmol, 1.5 eq.) and Bu4N+Br− (240 mg, 0.75 mmol, 0.1 eq.) were added and the mixture was heated to 120° C. The mixture was stirred for 3 h and cooled to RT, poured into H2O (200 mL) and 6 N HCl (20 mL). The aqueous solution was washed with EtOAc, and alkalinized with 6 N NaOH then extracted with EtOAc. The combined...